describe an organic reaction: reactants, conditions, products, and yield From a dataset of the Open Reaction Database (ORD), a public repository of structured organic reaction records. The reactants are NC1=CC=C(C=C1)C1=NN(C2=NC=NC(=C21)N)[C@@H]2COCC2 (3-(4-aminophenyl)-1-((S)-tetrahydrofuran-3-yl)-1H-pyrazolo[3,4-d]pyrimidin-4-amine), FC(C=1C=C(C(=O)Cl)C=CC1)(F)F (3-(trifluoromethyl)benzoyl chloride). Solvent: C(Cl)Cl (CH2Cl2), C(Cl)Cl (CH2Cl2). Run at time 12 hour. Yields the product NC1=C2C(=NC=N1)N(N=C2C2=CC=C(C=C2)NC(C2=CC(=CC=C2)C(F)(F)F)=O)[C@@H]2COCC2 (N-(4-(4-amino-1-((S)-tetrahydrofuran-3-yl)-1H-pyrazolo[3,4-d]pyrimidin-3-yl)phenyl)-3-(trifluoromethyl)benzamide). Reaction SMILES: [NH2:1][C:2]1[CH:7]=[CH:6][C:5]([C:8]2[C:16]3[C:11](=[N:12][CH:13]=[N:14][C:15]=3[NH2:17])[N:10]([C@H:18]3[CH2:22][CH2:21][O:20][CH2:19]3)[N:9]=2)=[CH:4][CH:3]=1.[F:23][C:24]([F:35])([F:34])[C:25]1[CH:26]=[C:27]([CH:31]=[CH:32][CH:33]=1)[C:28](Cl)=[O:29]>C(Cl)Cl>[NH2:17][C:15]1[N:14]=[CH:13][N:12]=[C:11]2[N:10]([C@H:18]3[CH2:22][CH2:21][O:20][CH2:19]3)[N:9]=[C:8]([C:5]3[CH:6]=[CH:7][C:2]([NH:1][C:28](=[O:29])[C:27]4[CH:31]=[CH:32][CH:33]=[C:25]([C:24]([F:23])([F:34])[F:35])[CH:26]=4)=[CH:3][CH:4]=3)[C:16]=12. Reported procedure: A solution of 3-(4-aminophenyl)-1-((S)-tetrahydrofuran-3-yl)-1H-pyrazolo[3,4-d]pyrimidin-4-amine (0.1 g, 0.34 mmol) in CH2Cl2 (10 mL) was cooled in an ice-water bath. To this, 3-(trifluoromethyl)benzoyl chloride (0.050 mL, 0.34 mmol) diluted in CH2Cl2 (5 mL) was added dropwise. The reaction was allowed to warm to room temperature and left stirring for 12 hours. The reaction proceeded until completion as judged by TLC and LC-MS, was concentrated in vacuo, resuspended in 50:50 H2O—CH3CN, and purif...